This data is from the Open Reaction Database (ORD), a public repository of structured organic reaction records. The task is: describe an organic reaction: reactants, conditions, products, and yield Reactants: O=C([O-])[O-], CC(C)(C)OC(=O)N1CCC(NN2CCN(C(=O)OCc3ccccc3)CC2=O)CC1, CI, [K+], [K+], CN(C)C=O. Yields the product CN(C1CCN(C(=O)OC(C)(C)C)CC1)N1CCN(C(=O)OCc2ccccc2)CC1=O. RXN SMILES: [C:32](=[O:33])([O-:34])[O-:35].[CH2:1]([c:2]1[cH:3][cH:4][cH:5][cH:6][cH:7]1)[O:8][C:9](=[O:10])[N:11]1[CH2:12][C:13](=[O:31])[N:14]([NH:17][CH:18]2[CH2:19][CH2:20][N:21]([C:24](=[O:25])[O:26][C:27]([CH3:28])([CH3:29])[CH3:30])[CH2:22][CH2:23]2)[CH2:15][CH2:16]1.[CH3:38][I:39].[K+:36].[K+:37].[O:40]=[CH:41][N:42]([CH3:43])[CH3:44]>>[CH2:1]([c:2]1[cH:3][cH:4][cH:5][cH:6][cH:7]1)[O:8][C:9](=[O:10])[N:11]1[CH2:12][C:13](=[O:31])[N:14]([N:17]([CH:18]2[CH2:19][CH2:20][N:21]([C:24](=[O:25])[O:26][C:27]([CH3:28])([CH3:29])[CH3:30])[CH2:22][CH2:23]2)[CH3:32])[CH2:15][CH2:16]1. Starting materials: CC(C(=O)N1C(=O)c2ccccc2OC1(C)C)C1NC(=O)C1C(CO[SiH](C)C)C(C)(C)C, CO, [Na+], [OH-], O, O, OO. The product is CC(C(=O)O)C1NC(=O)C1C(CO[SiH](C)C)C(C)(C)C. Reaction SMILES: [C:1]([CH3:2])([CH3:3])([CH3:4])[CH:5]([CH2:6][O:7][SiH:8]([CH3:9])[CH3:10])[CH:11]1[C:12](=[O:32])[NH:13][CH:14]1[CH:15]([C:16](=[O:17])[N:18]1[C:19](=[O:20])[c:21]2[cH:22][cH:23][cH:24][cH:25][c:26]2[O:27][C:28]1([CH3:29])[CH3:30])[CH3:31].[CH3:34][OH:35].[Na+:39].[OH-:38].[OH2:33].[OH2:40].[OH:36][OH:37]>>[C:1]([CH3:2])([CH3:3])([CH3:4])[CH:5]([CH2:6][O:7][SiH:8]([CH3:9])[CH3:10])[CH:11]1[C:12](=[O:32])[NH:13][CH:14]1[CH:15]([C:16]([OH:17])=[O:33])[CH3:31].